From a dataset of the Open Reaction Database (ORD), a public repository of structured organic reaction records. describe an organic reaction: reactants, conditions, products, and yield Product: O=C1OC(COc2ccc(Cl)cn2)C(c2cc(F)cc(F)c2)N1c1ccc(Cl)cc1. The reactants are CS(=O)(=O)OCC1OC(=O)N(c2ccc(Cl)cc2)C1c1cc(F)cc(F)c1, CCOC(C)=O, Oc1ccc(Cl)cn1, [K+], [K+], O=C([O-])[O-], CN(C)C=O, O. Reaction SMILES: [CH3:1][S:2](=[O:3])(=[O:4])[O:5][CH2:6][CH:7]1[CH:8]([c:20]2[cH:21][c:22]([F:27])[cH:23][c:24]([F:26])[cH:25]2)[N:9]([c:13]2[cH:14][cH:15][c:16]([Cl:19])[cH:17][cH:18]2)[C:10](=[O:12])[O:11]1.[CH3:48][CH2:49][O:50][C:51](=[O:52])[CH3:53].[Cl:28][c:29]1[cH:30][cH:31][c:32]([OH:35])[n:33][cH:34]1.[K+:36].[K+:37].[O-:38][C:39]([O-:40])=[O:41].[O:42]=[CH:43][N:44]([CH3:45])[CH3:46].[OH2:47]>>[O:5]([CH2:6][CH:7]1[CH:8]([c:20]2[cH:21][c:22]([F:27])[cH:23][c:24]([F:26])[cH:25]2)[N:9]([c:13]2[cH:14][cH:15][c:16]([Cl:19])[cH:17][cH:18]2)[C:10](=[O:12])[O:11]1)[c:32]1[cH:31][cH:30][c:29]([Cl:28])[cH:34][n:33]1.